Dataset: the Open Reaction Database (ORD), a public repository of structured organic reaction records. Task: describe an organic reaction: reactants, conditions, products, and yield The reactants are CCCC[N+](CCCC)(CCCC)CCCC.[F-] (TBAF), C1CCOC1 (THF), C1COC(=O)N1P(=O)(N2CCOC2=O)Cl (BOP—Cl), ON=C(C1=C(C=C(C=C1)C=C)C(F)(F)F)N (N′-hydroxy-2-(trifluoromethyl)-4-vinylbenzimidamide), C1(=CC=CC=C1)C1=NOC(=C1C(F)(F)F)C(=O)O (3-phenyl-4-(trifluoromethyl)isoxazole-5-carboxylic acid), CCN(C(C)C)C(C)C (DIEA). Solvent: C(C)(=O)OCC (ethyl acetate), CN(C)C=O (DMF). Reaction conditions: time 2 hour. The product is C1(=CC=CC=C1)C1=NOC(=C1C(F)(F)F)C1=NC(=NO1)C1=C(C=C(C=C1)C=C)C(F)(F)F (5-(3-phenyl-4-(trifluoromethyl)isoxazol-5-yl)-3-(2-(trifluoromethyl)-4-vinylphenyl)-1,2,4-oxadiazole). Reaction SMILES: [OH:1][N:2]=[C:3]([NH2:16])[C:4]1[CH:9]=[CH:8][C:7]([CH:10]=[CH2:11])=[CH:6][C:5]=1[C:12]([F:15])([F:14])[F:13].[C:17]1([C:23]2[C:27]([C:28]([F:31])([F:30])[F:29])=[C:26]([C:32](O)=O)[O:25][N:24]=2)[CH:22]=[CH:21][CH:20]=[CH:19][CH:18]=1.CCN(C(C)C)C(C)C.C1N(P(Cl)(N2C(=O)OCC2)=O)C(=O)OC1.CCCC[N+](CCCC)(CCCC)CCCC.[F-].C1COCC1>CN(C=O)C.C(OCC)(=O)C>[C:17]1([C:23]2[C:27]([C:28]([F:30])([F:31])[F:29])=[C:26]([C:32]3[O:1][N:2]=[C:3]([C:4]4[CH:9]=[CH:8][C:7]([CH:10]=[CH2:11])=[CH:6][C:5]=4[C:12]([F:14])([F:13])[F:15])[N:16]=3)[O:25][N:24]=2)[CH:18]=[CH:19][CH:20]=[CH:21][CH:22]=1 |f:4.5|. Procedure: To a mixture of N′-hydroxy-2-(trifluoromethyl)-4-vinylbenzimidamide (460 mg, 2 mmol), 3-phenyl-4-(trifluoromethyl)isoxazole-5-carboxylic acid, Int-I (350 mg, 1.361 mmol), and DIEA (0.475 mL, 2.72 mmol) in DMF (10 mL) was added BOP—Cl (346 mg, 1.361 mmol). The reaction mixture was stirred at room temperature for 2 hours and then 1M TBAF in THF (1.361 mL, 1.361 mmol) was added. The reaction was stirred overnight, diluted with ethyl acetate, and washed with H2O. The organic layer was dried with MgS...